This data is from the Open Reaction Database (ORD), a public repository of structured organic reaction records. The task is: describe an organic reaction: reactants, conditions, products, and yield Starting materials: ClCCl (dichloromethane), COC1=CC=CC2=C(C=CC=C12)CC (1-Methoxy-5-ethyl-naphthalene), B(Br)(Br)Br (BBr3). Solvent: O (water). Run at temperature 0 celsius. Product: C(C)C1=C2C=CC=C(C2=CC=C1)O (5-Ethyl-1-naphthol). Yield: 75.0%. As a reaction SMILES: ClCCl.C[O:5][C:6]1[C:15]2[C:10](=[C:11]([CH2:16][CH3:17])[CH:12]=[CH:13][CH:14]=2)[CH:9]=[CH:8][CH:7]=1.B(Br)(Br)Br>O>[CH2:16]([C:11]1[CH:12]=[CH:13][CH:14]=[C:15]2[C:10]=1[CH:9]=[CH:8][CH:7]=[C:6]2[OH:5])[CH3:17]. Procedure: Anhydrous dichloromethane (20 mL) was added to 8 (870 mg, 4.6 mmol). After cooling to 0° C., BBr3 (boron tribromide 1.0M in dichloromethane) (14 mL, 14 mmol) was added dropwise. The reaction mixture was heated to reflux for 5 h. After cooling, a large amount of water was slowly added and the mixture was extracted three times with dichloromethane. The organic layer was evaporated and the residue was purified on MPLC to afford compound 9c, 75% yield; MS-ESI− (m/z, %): 171 (M+−1, 100), 172 (M+, 45)... The reactants are [Al+3], Cc1ccccc1, COc1ccc2c(c1)CCCC2CN, CCOC=O, Cl, [H-], [H-], [H-], [H-], [Li+], C1CCOC1. Product: CNCC1CCCc2cc(OC)ccc21, Cl. Reaction SMILES: [Al+3:22].[CH3:27][c:28]1[cH:29][cH:30][cH:31][cH:32][cH:33]1.[CH3:2][O:3][c:4]1[cH:5][c:6]2[c:11]([cH:12][cH:13]1)[CH:10]([CH2:14][NH2:15])[CH2:9][CH2:8][CH2:7]2.[CH:16]([O:17][CH2:18][CH3:19])=[O:20].[ClH:1].[H-:21].[H-:24].[H-:25].[H-:26].[Li+:23].[O:34]1[CH2:35][CH2:36][CH2:37][CH2:38]1>>[CH3:2][O:3][c:4]1[cH:5][c:6]2[c:11]([cH:12][cH:13]1)[CH:10]([CH2:14][NH:15][CH3:16])[CH2:9][CH2:8][CH2:7]2.[ClH:1]. Starting materials: O.O.OP(=O)([O-])OP(=O)([O-])OP(=O)(O)[O-].[Al+3] (aluminum dihydrogen tripolyphosphate), C(CCCCCCCCCCCCCCCCC)(=O)[O-].[Na+] (sodium stearate), [Al] (aluminum). The solvent is O (water). Run at temperature 70 celsius, time 1 hour. Yields the product C(CCCCCCCCCCCCCCCCC)(=O)[O-].[Al+3].C(CCCCCCCCCCCCCCCCC)(=O)[O-].C(CCCCCCCCCCCCCCCCC)(=O)[O-] (aluminum stearate). Reaction SMILES: O.O.OP(OP(OP([O-])(O)=O)([O-])=O)([O-])=O.[Al+3:16].[C:17]([O-:36])(=[O:35])[CH2:18][CH2:19][CH2:20][CH2:21][CH2:22][CH2:23][CH2:24][CH2:25][CH2:26][CH2:27][CH2:28][CH2:29][CH2:30][CH2:31][CH2:32][CH2:33][CH3:34].[Na+].[Al]>O>[C:17]([O-:36])(=[O:35])[CH2:18][CH2:19][CH2:20][CH2:21][CH2:22][CH2:23][CH2:24][CH2:25][CH2:26][CH2:27][CH2:28][CH2:29][CH2:30][CH2:31][CH2:32][CH2:33][CH3:34].[Al+3:16].[C:17]([O-:36])(=[O:35])[CH2:18][CH2:19][CH2:20][CH2:21][CH2:22][CH2:23][CH2:24][CH2:25][CH2:26][CH2:27][CH2:28][CH2:29][CH2:30][CH2:31][CH2:32][CH2:33][CH3:34].[C:17]([O-:36])(=[O:35])[CH2:18][CH2:19][CH2:20][CH2:21][CH2:22][CH2:23][CH2:24][CH2:25][CH2:26][CH2:27][CH2:28][CH2:29][CH2:30][CH2:31][CH2:32][CH2:33][CH3:34] |f:0.1.2.3,4.5,8.9.10.11|. Procedure details: To 300 parts of water was added 100 parts of the aluminum dihydrogen tripolyphosphate prepared above and the mixture was heated at 70±5° C. Then, 3 parts of sodium stearate and 3 parts of aluminum polychloride were added, followed by stirring at that temperature for about 1 hour. The mixture was then subjected to dehydration, drying and pulverization to give aluminum stearate-treated aluminum dihydrogen tripolyphosphate. Reactants: [Cl-], Cl, O=N[O-], Cc1nc(N)nc(N)c1-c1cc(N)c(Cl)cc1Cl, [Na+], O. The product is Cc1nc(N)nc(N)c1-c1cc(Cl)c(Cl)cc1Cl. RXN SMILES: [Cl-:23].[ClH:24].[N:19]([O-:20])=[O:21].[NH2:1][c:2]1[n:3][c:4]([CH3:18])[c:5](-[c:9]2[c:10]([Cl:17])[cH:11][c:12]([Cl:16])[c:13]([NH2:15])[cH:14]2)[c:6]([NH2:8])[n:7]1.[Na+:22].[OH2:25]>>[NH2:1][c:2]1[n:3][c:4]([CH3:18])[c:5](-[c:9]2[c:10]([Cl:17])[cH:11][c:12]([Cl:16])[c:13]([Cl:23])[cH:14]2)[c:6]([NH2:8])[n:7]1. The reactants are CC(C)c1csc(CCc2ccn3c(=O)c(C=CC(=O)NS(=O)(=O)CCCNC(=O)OC(C)(C)C)c(N4CCOCC4)nc3c2)n1, O=C(O)C(F)(F)F. Product: CC(C)c1csc(CCc2ccn3c(=O)c(C=CC(=O)NS(=O)(=O)CCCN)c(N4CCOCC4)nc3c2)n1. As a reaction SMILES: [CH:1]([CH3:2])([CH3:3])[c:4]1[n:5][c:6]([CH2:9][CH2:10][c:11]2[cH:12][c:13]3[n:14]([c:15](=[O:44])[c:16]([CH:25]=[CH:26][C:27](=[O:28])[NH:29][S:30](=[O:31])(=[O:32])[CH2:33][CH2:34][CH2:35][NH:36][C:37]([O:38][C:39]([CH3:40])([CH3:41])[CH3:42])=[O:43])[c:17]([N:19]4[CH2:20][CH2:21][O:22][CH2:23][CH2:24]4)[n:18]3)[cH:45][cH:46]2)[s:7][cH:8]1.[OH:47][C:48]([C:49]([F:50])([F:51])[F:52])=[O:53]>>[CH:1]([CH3:2])([CH3:3])[c:4]1[n:5][c:6]([CH2:9][CH2:10][c:11]2[cH:12][c:13]3[n:14]([c:15](=[O:44])[c:16]([CH:25]=[CH:26][C:27](=[O:28])[NH:29][S:30](=[O:31])(=[O:32])[CH2:33][CH2:34][CH2:35][NH2:36])[c:17]([N:19]4[CH2:20][CH2:21][O:22][CH2:23][CH2:24]4)[n:18]3)[cH:45][cH:46]2)[s:7][cH:8]1.